From a dataset of the Open Reaction Database (ORD), a public repository of structured organic reaction records. describe an organic reaction: reactants, conditions, products, and yield The product is CCOC(=O)C1NC1C(=O)NC(Cc1ccccc1)C(=O)NCC1CCCCC1. Starting materials: CCOC(=O)C1NC1C(=O)NC(Cc1ccccc1)C(=O)O, NCC1CCCCC1. Reaction SMILES: [CH2:1]([CH3:2])[O:3][C:4](=[O:5])[CH:6]1[CH:7]([C:9](=[O:10])[NH:11][CH:12]([CH2:13][c:14]2[cH:15][cH:16][cH:17][cH:18][cH:19]2)[C:20](=[O:21])[OH:22])[NH:8]1.[CH:23]1([CH2:29][NH2:30])[CH2:24][CH2:25][CH2:26][CH2:27][CH2:28]1>>[CH2:1]([CH3:2])[O:3][C:4](=[O:5])[CH:6]1[CH:7]([C:9](=[O:10])[NH:11][CH:12]([CH2:13][c:14]2[cH:15][cH:16][cH:17][cH:18][cH:19]2)[C:20](=[O:22])[NH:30][CH2:29][CH:23]2[CH2:24][CH2:25][CH2:26][CH2:27][CH2:28]2)[NH:8]1. Starting materials: O=C([O-])[O-], C1COCCN1, CCCNC(=O)Nc1ccc(Oc2ncnc3cc(OC)c(OCCC)cc23)cc1Cl, CN(C)C=O, [K+], [K+], O. Yields the product CCCNC(=O)Nc1ccc(Oc2ncnc3cc(OC)c(OCCCN4CCOCC4)cc23)cc1Cl. RXN SMILES: [C:32](=[O:33])([O-:34])[O-:35].[CH2:38]1[CH2:39][O:40][CH2:41][CH2:42][NH:43]1.[CH3:1][CH2:2][CH2:3][O:4][c:5]1[cH:6][c:7]2[c:8]([O:17][c:18]3[cH:19][c:20]([Cl:31])[c:21]([NH:24][C:25](=[O:26])[NH:27][CH2:28][CH2:29][CH3:30])[cH:22][cH:23]3)[n:9][cH:10][n:11][c:12]2[cH:13][c:14]1[O:15][CH3:16].[CH3:45][N:46]([CH3:47])[CH:48]=[O:49].[K+:36].[K+:37].[OH2:44]>>[CH2:1]([CH2:2][CH2:3][O:4][c:5]1[cH:6][c:7]2[c:8]([O:17][c:18]3[cH:19][c:20]([Cl:31])[c:21]([NH:24][C:25](=[O:26])[NH:27][CH2:28][CH2:29][CH3:30])[cH:22][cH:23]3)[n:9][cH:10][n:11][c:12]2[cH:13][c:14]1[O:15][CH3:16])[N:43]1[CH2:38][CH2:39][O:40][CH2:41][CH2:42]1. Reaction SMILES: [Cl:1][C:2]1[C:11]2[C:6](=[CH:7][CH:8]=[C:9]([O:12][CH3:13])[CH:10]=2)[N:5]=[C:4](N(C)C=O)[CH:3]=1.[CH2:18]([OH:20])C.[CH3:21][NH2:22]>>[Cl:1][C:2]1[C:11]2[C:6](=[CH:7][CH:8]=[C:9]([O:12][CH3:13])[CH:10]=2)[N:5]=[C:4]([C:18]([NH:22][CH3:21])=[O:20])[CH:3]=1 |f:1.2|. Yields the product ClC1=CC(=NC2=CC=C(C=C12)OC)C(=O)NC (4-chloro-6-methoxy-N-methyl-2-quinoline carboxamide). Starting materials: ClC1=CC(=NC2=CC=C(C=C12)OC)N(C=O)C (4-chloro-6-methoxyl-N-methyl-2-quinolinyl formamide), 4-chloro-6-methoxyquinolinyl-2-carbonyl chloride, C(C)O.CN (methylamine ethanol). Procedure details: Embodiment 6: Preparation of 4-chloro-6-methoxyl-N-methyl-2-quinolinyl formamide 10 g of 4-chloro-6-methoxyquinolinyl-2-carbonyl chloride (obtained from embodiment 1) was reacted with 200 ml of 2M methylamine ethanol solution under 0° C. for 36 hours until the reaction finished. The solvent was evaporated under vacuum and the residues were added with water followed by stirring evenly. Ethyl acetate was added for extracting and the ethyl acetate layer was dried with anhydrous sodium sulfate. The ... Starting materials: COC(=O)C(Cc1ccc(-c2cc(Br)cn(C)c2=O)cc1)NC(=O)OC(C)(C)C, Cl, C1COCCO1. Yields the product COC(=O)C(N)Cc1ccc(-c2cc(Br)cn(C)c2=O)cc1, Cl. Reaction SMILES: [CH3:1][O:2][C:3]([CH:4]([NH:5][C:6]([O:7][C:8]([CH3:9])([CH3:10])[CH3:11])=[O:12])[CH2:13][c:14]1[cH:15][cH:16][c:17](-[c:20]2[c:21](=[O:28])[n:22]([CH3:27])[cH:23][c:24]([Br:26])[cH:25]2)[cH:18][cH:19]1)=[O:29].[ClH:30].[O:31]1[CH2:32][CH2:33][O:34][CH2:35][CH2:36]1>>[CH3:1][O:2][C:3]([CH:4]([NH2:5])[CH2:13][c:14]1[cH:15][cH:16][c:17](-[c:20]2[c:21](=[O:28])[n:22]([CH3:27])[cH:23][c:24]([Br:26])[cH:25]2)[cH:18][cH:19]1)=[O:29].[ClH:30]. The reactants are COC(=O)C(Cc1c[nH]c2ccccc12)NC(=O)C(CC(C)C)NC(=O)N1CCCCCC1, CO, Cl, [Na+], [OH-]. Product: CC(C)CC(NC(=O)N1CCCCCC1)C(=O)NC(Cc1c[nH]c2ccccc12)C(=O)O. As a reaction SMILES: [CH3:1][O:2][C:3]([CH:4]([NH:5][C:6]([CH:7]([NH:8][C:9](=[O:10])[N:11]1[CH2:12][CH2:13][CH2:14][CH2:15][CH2:16][CH2:17]1)[CH2:18][CH:19]([CH3:20])[CH3:21])=[O:22])[CH2:23][c:24]1[cH:25][nH:26][c:27]2[cH:28][cH:29][cH:30][cH:31][c:32]12)=[O:33].[CH3:37][OH:38].[ClH:36].[Na+:35].[OH-:34]>>[O:2]=[C:3]([CH:4]([NH:5][C:6]([CH:7]([NH:8][C:9](=[O:10])[N:11]1[CH2:12][CH2:13][CH2:14][CH2:15][CH2:16][CH2:17]1)[CH2:18][CH:19]([CH3:20])[CH3:21])=[O:22])[CH2:23][c:24]1[cH:25][nH:26][c:27]2[cH:28][cH:29][cH:30][cH:31][c:32]12)[OH:33]. Reaction SMILES: [C:1](=[O:2])([O:3][CH3:4])[c:5]1[cH:6][cH:7][c:8]([CH:9]=[O:10])[cH:11][cH:12]1.[CH3:22][CH2:23][OH:24].[NH2:13][c:14]1[cH:15][c:16]([Cl:17])[cH:18][c:19]([Cl:20])[cH:21]1>>[C:1](=[O:2])([O:3][CH3:4])[c:5]1[cH:6][cH:7][c:8]([CH:9]=[N:13][c:14]2[cH:15][c:16]([Cl:17])[cH:18][c:19]([Cl:20])[cH:21]2)[cH:11][cH:12]1. The product is COC(=O)c1ccc(C=Nc2cc(Cl)cc(Cl)c2)cc1. Reactants: COC(=O)c1ccc(C=O)cc1, CCO, Nc1cc(Cl)cc(Cl)c1.